From a dataset of the Open Reaction Database (ORD), a public repository of structured organic reaction records. describe an organic reaction: reactants, conditions, products, and yield Reactants: CC(C)(C)c1ccc(C(=O)Nc2ccccc2C(=O)Nc2cccc(N3C(=O)c4ccccc4C3=O)n2)cc1, CCO, NN, O. Yields the product CC(C)(C)c1ccc(C(=O)Nc2ccccc2C(=O)Nc2cccc(N)n2)cc1. As a reaction SMILES: [C:1]1(=[O:2])[N:5]([c:6]2[cH:7][cH:8][cH:9][c:10]([NH:12][C:13]([c:14]3[c:15]([NH:20][C:21]([c:22]4[cH:23][cH:24][c:25]([C:28]([CH3:29])([CH3:30])[CH3:31])[cH:26][cH:27]4)=[O:32])[cH:16][cH:17][cH:18][cH:19]3)=[O:33])[n:11]2)[C:3](=[O:4])[c:34]2[cH:35][cH:36][cH:37][cH:38][c:39]21.[CH3:43][CH2:44][OH:45].[NH2:41][NH2:42].[OH2:40]>>[NH2:5][c:6]1[cH:7][cH:8][cH:9][c:10]([NH:12][C:13]([c:14]2[c:15]([NH:20][C:21]([c:22]3[cH:23][cH:24][c:25]([C:28]([CH3:29])([CH3:30])[CH3:31])[cH:26][cH:27]3)=[O:32])[cH:16][cH:17][cH:18][cH:19]2)=[O:33])[n:11]1. Reactants: Brc1ccc2c(c1)C(c1ccccc1)=NCc1nncn1-2, O=C([O-])O, [Cl-], O=C1CCC(=O)N1I, [Na+], [Na+], O, c1ccccc1. Yields the product Brc1ccc2c(c1)C(c1ccccc1)=NCc1nnc(I)n1-2. Reaction SMILES: [Br:1][c:2]1[cH:3][cH:4][c:5]2[c:6]([cH:21]1)[C:7]([c:15]1[cH:16][cH:17][cH:18][cH:19][cH:20]1)=[N:8][CH2:9][c:10]1[n:11]-2[cH:12][n:13][n:14]1.[C:30](=[O:31])([OH:32])[O-:33].[Cl-:36].[I:22][N:23]1[C:24](=[O:25])[CH2:26][CH2:27][C:28]1=[O:29].[Na+:34].[Na+:35].[OH2:37].[cH:38]1[cH:39][cH:40][cH:41][cH:42][cH:43]1>>[Br:1][c:2]1[cH:3][cH:4][c:5]2[c:6]([cH:21]1)[C:7]([c:15]1[cH:16][cH:17][cH:18][cH:19][cH:20]1)=[N:8][CH2:9][c:10]1[n:11]-2[c:12]([I:22])[n:13][n:14]1. The reactants are O=C1CCC1, CC(=O)O[BH-](OC(C)=O)OC(C)=O, CC(C)(C)OC(=O)N1CCNCC1, ClCCl, [Na+]. Yields the product CC(C)(C)OC(=O)N1CCN(C2CCC2)CC1. As a reaction SMILES: [C:14]1(=[O:18])[CH2:15][CH2:16][CH2:17]1.[C:19]([O:20][BH-:21]([O:22][C:23](=[O:24])[CH3:25])[O:26][C:27](=[O:28])[CH3:29])(=[O:30])[CH3:31].[C:1]([CH3:2])([CH3:3])([CH3:4])[O:5][C:6](=[O:7])[N:8]1[CH2:9][CH2:10][NH:11][CH2:12][CH2:13]1.[Cl:33][CH2:34][Cl:35].[Na+:32]>>[C:1]([CH3:2])([CH3:3])([CH3:4])[O:5][C:6](=[O:7])[N:8]1[CH2:9][CH2:10][N:11]([CH:14]2[CH2:15][CH2:16][CH2:17]2)[CH2:12][CH2:13]1. The reactants are Cl (hydrogen chloride), CC=1C=CC(=CC1)C (p-xylene), [Cl-].[Al+3].[Cl-].[Cl-] (aluminum chloride), ClC1=C(C(=O)Cl)C=C(C=C1)Cl (2,5-dichlorobenzoyl chloride). Run in O (water). Conditions: time 10 minute. The product is ClC1=C(C(=O)C2=C(C=CC(=C2)C)C)C=C(C=C1)Cl (2,5-Dichloro-2',5'-dimethylbenzophenone). The yield is 94.2%. RXN SMILES: [CH3:1][C:2]1[CH:3]=[CH:4][C:5]([CH3:8])=[CH:6][CH:7]=1.[Cl-].[Al+3].[Cl-].[Cl-].[Cl:13][C:14]1[CH:22]=[CH:21][C:20]([Cl:23])=[CH:19][C:15]=1[C:16](Cl)=[O:17].Cl>O>[Cl:13][C:14]1[CH:22]=[CH:21][C:20]([Cl:23])=[CH:19][C:15]=1[C:16]([C:3]1[CH:4]=[C:5]([CH3:8])[CH:6]=[CH:7][C:2]=1[CH3:1])=[O:17] |f:1.2.3.4|. Reported procedure: To p-xylene (120 ml, 0.98 mol) was added aluminum chloride (32 g, 0.24 mol) at room temperature. To this mixture 2,5-dichlorobenzoyl chloride (30 g, 0.14 mol) was added slowly. The reaction was exothermic and hydrogen chloride evolved from the reddish solution. After the addition, the mixture was stirred for 10 min and then hydrolysed by slow addition of water. The aqueous layer was extracted with ether. The organic layer was combined with ethereal extract and washed with water, saturated sodium... The reactants are solution, C(=O)(Cl)Cl (phosgene), O[C@@H]1COCC1 ((S)-(+)3-hydroxy-tetrahydrofuran), C(=O)(Cl)Cl (phosgene). Solvent: C1(=CC=CC=C1)C (toluene), C1(=CC=CC=C1)C (toluene), C1(=CC=CC=C1)C (toluene). Reaction conditions: time 1 hour. Product: O1C[C@H](CC1)OC(=O)Cl (Chloroformic Acid 3(S)-tetrahydrofuranyl Ester). Reaction SMILES: [C:1]([Cl:4])(Cl)=[O:2].[OH:5][C@H:6]1[CH2:10][CH2:9][O:8][CH2:7]1>C1(C)C=CC=CC=1>[O:8]1[CH2:9][CH2:10][C@H:6]([O:5][C:1]([Cl:4])=[O:2])[CH2:7]1. Procedure: 14.1 ml (27.24 mmol) of a 20% solution of phosgene in toluene are added dropwise to 14 ml of toluene. After the mixture has been cooled in an ice-bath, a solution of 2 g (22.7 mmol) of (S)-(+)3-hydroxy-tetrahydrofuran (JPS CHIMIE, Bevaix, Switzerland) in a small amount of toluene is added, the mixture is then stirred for 1 h at RT, and the excess phosgene is expelled with argon. After concentration in a rotary evaporator at reduced pressure, distillation is carried out for the purpose of purific...